Dataset: the Open Reaction Database (ORD), a public repository of structured organic reaction records. Task: describe an organic reaction: reactants, conditions, products, and yield Starting materials: Cl.FC=1C=C2C(C(=CN(C2=C(C1F)F)NC)C(=O)OCC)=O (ethyl 6,7,8-trifluoro-1-methylamino-1,4-dihydro -4-oxoquinoline-3-carboxylate hydrochloride), C(O)([O-])=O.[Na+] (sodium hydrogencarbonate). Run in ClCCl (dichloromethane). Conditions: time 30 minute. Product: FC=1C=C2C(C(=CN(C2=C(C1F)F)NC)C(=O)OCC)=O (ethyl 6,7,8-trifluoro-1-methylamino-1,4-dihydro-4-oxoquinoline-3-carboxylate). Isolated yield 97.5%. RXN SMILES: Cl.[F:2][C:3]1[CH:4]=[C:5]2[C:10](=[C:11]([F:14])[C:12]=1[F:13])[N:9]([NH:15][CH3:16])[CH:8]=[C:7]([C:17]([O:19][CH2:20][CH3:21])=[O:18])[C:6]2=[O:22].C(=O)([O-])O.[Na+]>ClCCl>[F:2][C:3]1[CH:4]=[C:5]2[C:10](=[C:11]([F:14])[C:12]=1[F:13])[N:9]([NH:15][CH3:16])[CH:8]=[C:7]([C:17]([O:19][CH2:20][CH3:21])=[O:18])[C:6]2=[O:22] |f:0.1,2.3|. Reported procedure: To a solution of ethyl 6,7,8-trifluoro-1-methylamino-1,4-dihydro -4-oxoquinoline-3-carboxylate hydrochloride(5.91 g)in dichloromethane (100 ml) was added a saturated aqueous sodium hydrogencarbonate solution (50 ml) and the mixture was stirred at ambient temperature for 30 minutes. The organic layer was washed with brine (50 ml), dried over magnesium sulfate, and concentrated under reduced pressure to give a solid. The solid was recrystallized from dichloromethane-n-hexane to give ethyl 6,7,8-tr... Reactants: C(C)(=O)O[C@H]1[C@@H](O[C@@H]([C@H]1OC(C)=O)COC(C)=O)N1C=NC=2C(N[C@@H](CSC3=NNC(=N3)C3=CC=CC=C3)C)=NC(=NC12)Cl (2',3',5'-tri-O-acetyl-2-chloro-N-{(R)-1-[5-phenyl-(1,2,4-triazol-3-yl)]thio-2-propyl}adenosine), Cl.N[C@@H](CSC1=NNC(=N1)C1=CC=CC=C1)C (3-[(R)-2-amino-1-propylthio]-5-phenyl-1,2,4-triazole hydrochloride), C(C)(=O)O[C@H]1[C@@H](O[C@@H]([C@H]1OC(C)=O)COC(C)=O)N1C2=NC(=NC(=C2N=C1)Cl)Cl (9-(2,3,5-tri-O-acetyl-β-D-ribofuranosyl)-2,6-dichloro-9H-purine), 2-[(R)-N-tert-butyloxycarbonyl]amino-1-propanol, SC1=NNC(=N1)C1=CC=CC=C1 (3-mercapto-5-phenyl-1,2,4-triazole), C[O-].[Na+] (sodium methoxide). The solvent is CO (methanol). Yields the product ClC=1N=C(C=2N=CN([C@H]3[C@H](O)[C@H](O)[C@@H](CO)O3)C2N1)N[C@@H](CSC1=NNC(=N1)C1=CC=CC=C1)C (2-chloro-N-{(R)-1-[5-phenyl-(1,2,4-triazol-3-yl)]thio-2-propyl}adenosine). The yield is 24.0%. Reaction SMILES: Cl.N[C@H](C)CSC1N=C(C2C=CC=CC=2)NN=1.SC1N=C(C2C=CC=CC=2)NN=1.C(O[C@@H]1[C@H](OC(=O)C)[C@@H](COC(=O)C)O[C@H]1N1C=NC2C1=NC(Cl)=NC=2Cl)(=O)C.C([O:62][C@@H:63]1[C@H:67]([O:68]C(=O)C)[C@@H:66]([CH2:72][O:73]C(=O)C)[O:65][C@H:64]1[N:77]1[C:101]2[N:100]=[C:99]([Cl:102])[N:98]=[C:81]([NH:82][C@H:83]([CH3:97])[CH2:84][S:85][C:86]3[N:90]=[C:89]([C:91]4[CH:96]=[CH:95][CH:94]=[CH:93][CH:92]=4)[NH:88][N:87]=3)[C:80]=2[N:79]=[CH:78]1)(=O)C.C[O-].[Na+]>CO>[Cl:102][C:99]1[N:98]=[C:81]([NH:82][C@H:83]([CH3:97])[CH2:84][S:85][C:86]2[N:90]=[C:89]([C:91]3[CH:96]=[CH:95][CH:94]=[CH:93][CH:92]=3)[NH:88][N:87]=2)[C:80]2[N:79]=[CH:78][N:77]([C:101]=2[N:100]=1)[C@@H:64]1[O:65][C@H:66]([CH2:72][OH:73])[C@@H:67]([OH:68])[C@H:63]1[OH:62] |f:0.1,5.6|. Procedure details: The title compound was prepared according to method A as described in Example 1 by reacting 3-[(R)-2-amino-1-propylthio]-5-phenyl-1,2,4-triazole hydrochloride [prepared by a Mitsunobu reaction as described in Example 1 using 2-[(R)-N-tert-butyloxycarbonyl]amino-1-propanol (2.0 g, 11.4 mmol) and 3-mercapto-5-phenyl-1,2,4-triazole (2.0 g, 11 mmol) followed by acidic hydrolysis] (0.50 g, 1.8 mmol) with 9-(2,3,5-tri-O-acetyl-β-D-ribofuranosyl)-2,6-dichloro-9H-purine (0.75 g, 1.7 mmol), followed by d... The reactants are COC=1C=C(CO)C=CC1C (3-methoxy4-methylbenzyl alcohol), BaCO3, P(Br)(Br)Br (PBr3). Solvent: CCOCC (Et2O). Conditions: temperature 0 celsius, time 15 minute. Product: COC=1C=C(CBr)C=CC1C (3-Methoxy-4-methylbenzyl bromide). Yield: 187.3%. Reaction SMILES: [CH3:1][O:2][C:3]1[CH:4]=[C:5]([CH:8]=[CH:9][C:10]=1[CH3:11])[CH2:6]O.P(Br)(Br)[Br:13]>CCOCC>[CH3:1][O:2][C:3]1[CH:4]=[C:5]([CH:8]=[CH:9][C:10]=1[CH3:11])[CH2:6][Br:13]. Procedure: A solution of 18.3 g (0.12 mol) of 3-methoxy4-methylbenzyl alcohol in 150 mL of Et2O was treated with 23.8 g (0.12 mol) of BaCO3 and the mixture cooled in ice. This was treated dropwise with 5.8 mL (0.06 mol) of PBr3. After stirring at 0° C. for 15 minutes, the mixture was allowed to stir at room temperature overnight. The mixture was filtered and the solid washed with Et2O. The Et2O was washed with saturated NaHCO3, then with saturated NaCl. Drying over MgSO4 and removal of the solvent under re... Starting materials: Br.CNC=1SC=C(N1)C=1C=C(C=CC1)NC(OCC)=O (ethyl N-[3-(2-methylamino-4-thiazolyl)-phenyl]-carbamate hydrobromide), [OH-].[Na+] (sodium hydroxide). The solvent is Cl (hydrochloric acid). The product is CNC=1SC=C(N1)C1=CC(=CC=C1)N (2-methylamino-4-(3-amino-phenyl)-thiazole). Yield: 86.0%. RXN SMILES: Br.[CH3:2][NH:3][C:4]1[S:5][CH:6]=[C:7]([C:9]2[CH:10]=[C:11]([NH:15]C(=O)OCC)[CH:12]=[CH:13][CH:14]=2)[N:8]=1.[OH-].[Na+]>Cl>[CH3:2][NH:3][C:4]1[S:5][CH:6]=[C:7]([C:9]2[CH:14]=[CH:13][CH:12]=[C:11]([NH2:15])[CH:10]=2)[N:8]=1 |f:0.1,2.3|. Procedure details: A mixture of ethyl N-[3-(2-methylamino-4-thiazolyl)-phenyl]-carbamate hydrobromide (33.5 g) and 10% hydrochloric acid (500 ml) was refluxed for 48 hours. After cooling, the solution was made alkaline with 10% sodium hydroxide and the precipitate was filtered off, washed with water and dried to give 16.5 g of 2-methylamino-4-(3-amino-phenyl)-thiazole; M.p. 118°-121° C. 2-Methylamino-4-(4-amino-phenyl)-thiazole; M.p. 178°-180° C., was prepared in analogous manner, starting from the appropriate car... Starting materials: CC[C@H](/C=C/[C@@H](C)[C@H]1CC[C@@H]2[C@@]1(CC[C@H]3[C@H]2CC=C4[C@@]3(CC[C@@H](C4)O)C)C)C(C)C.S(=O)(=O)([O-])C1=CC=C(C)C=C1 (stigmasterol tosylate), C(C)(=O)[O-].[K+] (potassium acetate). Run in CO (methanol). Yields the product CC[C@@H](/C=C/[C@@H](C)[C@H]1CC[C@@H]2[C@@]1(CC[C@H]3[C@H]2CC=C4[C@@]3(CCC(C4)OC)C)C)C(C)C (stigmasterol methyl ether). Yield: 97.6%. Reaction SMILES: [CH3:1][CH2:2][C@@H:3]([CH:28]([CH3:30])[CH3:29])/[CH:4]=[CH:5]/[C@H:6]([C@@H:8]1[C@@:12]2([CH3:27])[CH2:13][CH2:14][C@@H:15]3[C@@:20]4([CH3:26])[CH2:21][CH2:22][C@H:23]([OH:25])[CH2:24][C:19]4=[CH:18][CH2:17][C@H:16]3[C@@H:11]2[CH2:10][CH2:9]1)[CH3:7].S([C:35]1C=CC(C)=CC=1)([O-])(=O)=O.C([O-])(=O)C.[K+]>CO>[CH3:1][CH2:2][C@H:3]([CH:28]([CH3:29])[CH3:30])/[CH:4]=[CH:5]/[C@H:6]([C@@H:8]1[C@@:12]2([CH3:27])[CH2:13][CH2:14][C@@H:15]3[C@@:20]4([CH3:26])[CH2:21][CH2:22][CH:23]([O:25][CH3:35])[CH2:24][C:19]4=[CH:18][CH2:17][C@H:16]3[C@@H:11]2[CH2:10][CH2:9]1)[CH3:7] |f:0.1,2.3|. Procedure: A suspension of stigmasterol tosylate (2) (64 g, 112.9 mmol) and potassium acetate (70 g, 713.19 mmol) in anhydrous methanol (1500 mL) was refluxed for 4.5 h under argon atmosphere. The methanol was evaporated in vacuo, and then ether (2 L) was added, washed with water (500 mL), 5% NaHCO3 (2×400 mL) and brine (400 mL) and dried (MgSO4). The solvent was evaporated in vacuo to afford 47 g (92%) of stigmasterol methyl ether (3) as a pale yellow viscous liquid. The reactants are N1=CC=C(C=C1)CCN1CC=2N(C=C1)C=CC2 (2-(4-pyridylethyl)pyrrolo[1,2-a]pyrazine), Cl (hydrochloric acid). The reagents and catalysts are O=[Pt]=O (PtO2). Run in C(C)O (ethanol). Yields the product N1CCC(CC1)CCN1CC=2N(C=C1)C=CC2 (2-(4-piperidylethyl)-pyrrolo[1,2-a]pyrazine). The yield is 121.9%. As a reaction SMILES: [N:1]1[CH:6]=[CH:5][C:4]([CH2:7][CH2:8][N:9]2[CH:14]=[CH:13][N:12]3[CH:15]=[CH:16][CH:17]=[C:11]3[CH2:10]2)=[CH:3][CH:2]=1.Cl>O=[Pt]=O.C(O)C>[NH:1]1[CH2:6][CH2:5][CH:4]([CH2:7][CH2:8][N:9]2[CH:14]=[CH:13][N:12]3[CH:15]=[CH:16][CH:17]=[C:11]3[CH2:10]2)[CH2:3][CH2:2]1. Procedure details: A pressure bottle was charged with 1 g PtO2, 4.5 g of 2-(4-pyridylethyl)pyrrolo[1,2-a]pyrazine (0.0195 mole), 180 ml aqueous ethanol (2/1), and 13 ml of concentrated hydrochloric acid and shaken under 60 psi on a Parr hydrogenation apparatus. When hydrogenation was completed the reaction mixture was filtered free of catalyst, the catalyst washed with ethanol and the combined filtrate concentrated under reduced pressure. The residue was crystallized from methanol. There was obtained 5.5 g (80%) o...